Dataset: the Open Reaction Database (ORD), a public repository of structured organic reaction records. Task: describe an organic reaction: reactants, conditions, products, and yield Reactants: COC(C[C@@H]1COC2=C1C=CC(=C2)O[C@@H]2CCC1=C(C=CC(=C21)F)O)=O ({(S)-6-[(R)-7-fluoro-4-hydroxy-indan-1-yloxy]-2,3-dihydro-benzofuran-3-yl}-acetic acid methyl ester), FC1=NC=C(C=C1)C(F)(F)F (2-fluoro-5-trifluoromethyl-pyridine), Intermediate 12. Product: COC(C[C@@H]1COC2=C1C=CC(=C2)O[C@@H]2CCC1=C(C=CC(=C21)F)OC2=NC=C(C=C2)C(F)(F)F)=O ({(S)-6-[(R)-7-Fluoro-4-(5-trifluoromethyl-pyrid-2-yloxy)-indan-1-yloxy]-2,3-dihydro-benzofuran-3-yl}-acetic acid methyl ester). As a reaction SMILES: [CH3:1][O:2][C:3](=[O:26])[CH2:4][C@H:5]1[C:9]2[CH:10]=[CH:11][C:12]([O:14][C@H:15]3[C:23]4[C:18](=[C:19]([OH:25])[CH:20]=[CH:21][C:22]=4[F:24])[CH2:17][CH2:16]3)=[CH:13][C:8]=2[O:7][CH2:6]1.F[C:28]1[CH:33]=[CH:32][C:31]([C:34]([F:37])([F:36])[F:35])=[CH:30][N:29]=1>>[CH3:1][O:2][C:3](=[O:26])[CH2:4][C@H:5]1[C:9]2[CH:10]=[CH:11][C:12]([O:14][C@H:15]3[C:23]4[C:18](=[C:19]([O:25][C:28]5[CH:33]=[CH:32][C:31]([C:34]([F:37])([F:36])[F:35])=[CH:30][N:29]=5)[CH:20]=[CH:21][C:22]=4[F:24])[CH2:17][CH2:16]3)=[CH:13][C:8]=2[O:7][CH2:6]1. Reported procedure: The title compound is prepared from {(S)-6-[(R)-7-fluoro-4-hydroxy-indan-1-yloxy]-2,3-dihydro-benzofuran-3-yl}-acetic acid methyl ester and 2-fluoro-5-trifluoromethyl-pyridine following a procedure analogous to that described for Intermediate 12. LC (method 5): tR=1.22 min; Mass spectrum (ESI+): m/z=504 [M+H]+.